Dataset: the Open Reaction Database (ORD), a public repository of structured organic reaction records. Task: describe an organic reaction: reactants, conditions, products, and yield The reactants are CO (methanol), COC=1C=C(C=CC1OC)C1CC(CCC1[N+](=O)[O-])=O ((±)-(3RS,4SR)-3-(3,4-dimethoxyphenyl)-4-nitrocyclohexanone), COC=1C=C(C=CC1OC)C1CC(CCC1[N+](=O)[O-])=O ((±)-(3RS,4SR)-3-(3,4-dimethoxyphenyl)-4-nitrocyclohexanone), [BH4-].[Na+] (sodium borohydride), COCCOC (1,2-dimethoxyethane). Run in O (water). Yields the product COC=1C=C(C=CC1OC)C1CC(CCC1[N+](=O)[O-])O ((±)-(1SR,3RS,4SR)-3-(3,4-Dimethoxyphenyl)-4-nitrocyclohexanol). The yield is 49.2%. As a reaction SMILES: [CH3:1][O:2][C:3]1[CH:4]=[C:5]([CH:11]2[CH:16]([N+:17]([O-:19])=[O:18])[CH2:15][CH2:14][C:13](=[O:20])[CH2:12]2)[CH:6]=[CH:7][C:8]=1[O:9][CH3:10].COCCOC.CO.[BH4-].[Na+]>O>[CH3:1][O:2][C:3]1[CH:4]=[C:5]([CH:11]2[CH:16]([N+:17]([O-:19])=[O:18])[CH2:15][CH2:14][CH:13]([OH:20])[CH2:12]2)[CH:6]=[CH:7][C:8]=1[O:9][CH3:10] |f:3.4|. Procedure details: 24 g of (±)-(3RS,4SR)-3-(3,4-dimethoxyphenyl)-4-nitrocyclohexanone (compound F1) are dissolved at 60° C. in a mixture consisting of 300 ml of 1,2-dimethoxyethane and 3 ml of methanol and treated portionwise with 1.6 g of sodium borohydride. After 1 h the reaction mixture is cooled to room temperature, 300 ml of water are added and the crude title compound is extracted with ethyl acetate. The organic phase is dried over sodium sulfate and concentrated. The crude title compound is purified by chro...